From a dataset of the Open Reaction Database (ORD), a public repository of structured organic reaction records. describe an organic reaction: reactants, conditions, products, and yield The reactants are ClCCCl, ClCCl, CNOC, CN1CCOCC1, Cl, O=C(O)c1ccc(O)cc1O. The product is CON(C)C(=O)c1ccc(O)cc1O. Reaction SMILES: [CH2:24]([Cl:25])[CH2:26][Cl:27].[CH2:28]([Cl:29])[Cl:30].[CH3:13][NH:14][O:15][CH3:16].[CH3:17][N:18]1[CH2:19][CH2:20][O:21][CH2:22][CH2:23]1.[ClH:12].[OH:1][c:2]1[c:3]([C:4](=[O:5])[OH:6])[cH:7][cH:8][c:9]([OH:11])[cH:10]1>>[OH:1][c:2]1[c:3]([C:4](=[O:6])[N:14]([CH3:13])[O:15][CH3:16])[cH:7][cH:8][c:9]([OH:11])[cH:10]1.